Task: describe an organic reaction: reactants, conditions, products, and yield. Dataset: the Open Reaction Database (ORD), a public repository of structured organic reaction records Reactants: CCOC(=O)c1nc(I)c2c(-c3ccc(Br)o3)noc2c1O, CCOC(C)=O, CN1CCCC1=O, Cl, N#C[Cu], [NH4+], [OH-]. Yields the product CCOC(=O)c1nc(C#N)c2c(-c3ccc(Br)o3)noc2c1O. As a reaction SMILES: [Br:1][c:2]1[cH:3][cH:4][c:5](-[c:7]2[n:8][o:9][c:10]3[c:11]2[c:12]([I:22])[n:13][c:14]([C:17](=[O:18])[O:19][CH2:20][CH3:21])[c:15]3[OH:16])[o:6]1.[CH3:29][CH2:30][O:31][C:32]([CH3:33])=[O:34].[CH3:35][N:36]1[CH2:37][CH2:38][CH2:39][C:40]1=[O:41].[ClH:28].[Cu:23][C:24]#[N:25].[NH4+:26].[OH-:27]>>[Br:1][c:2]1[cH:3][cH:4][c:5](-[c:7]2[n:8][o:9][c:10]3[c:11]2[c:12]([C:24]#[N:25])[n:13][c:14]([C:17](=[O:18])[O:19][CH2:20][CH3:21])[c:15]3[OH:16])[o:6]1. Reactants: [Cl-].[Al+3].[Cl-].[Cl-] (aluminium chloride), ClC=1C=CC(=C(C1)C1C(N(CC1=O)C)=O)OC1=CC=CC=C1 (3-(5-chloro-2-phenoxyphenyl)-1-methylpyrrolidine-2,4-dione), O (water), Cl (hydrochloric acid). Run in ClC1=C(C=CC=C1)Cl (1,2-dichlorobenzene), CCCCCC (Hexane). Conditions: temperature 85 celsius, time 30 minute. The product is ClC1=CC2=C(OC3=C(C4=C2C(N(C4)C)=O)C=CC=C3)C=C1 (11-chloro-2-methyl-2,3-dihydro-1H-dibenzo [2,3:6,7]oxepino[4,5-c]pyrrol-1-one). Reaction SMILES: [Cl-].[Al+3].[Cl-].[Cl-].[Cl:5][C:6]1[CH:7]=[CH:8][C:9]([O:20][C:21]2[CH:26]=[CH:25][CH:24]=[CH:23][CH:22]=2)=[C:10]([CH:12]2[C:16](=O)[CH2:15][N:14]([CH3:18])[C:13]2=[O:19])[CH:11]=1.O.Cl>ClC1C=CC=CC=1Cl.CCCCCC>[Cl:5][C:6]1[CH:7]=[CH:8][C:9]2[O:20][C:21]3[CH:26]=[CH:25][CH:24]=[CH:23][C:22]=3[C:16]3[CH2:15][N:14]([CH3:18])[C:13](=[O:19])[C:12]=3[C:10]=2[CH:11]=1 |f:0.1.2.3|. Procedure details: Anhydrous aluminium chloride (5 g) was added to a reaction mixture containing 3-(5-chloro-2-phenoxyphenyl)-1-methylpyrrolidine-2,4-dione (1 g) in 1,2-dichlorobenzene (5 mL) at ambient temperature. The reaction mixture was stirred at about 85° C. for about 2 hours and 30 minutes, then cooled to ambient temperature. A mixture of water and concentrated hydrochloric acid (50 mL:5 mL) was added dropwise. The contents were stirred for about 30 minutes. Hexane (10 mL) was added. The contents were stirr... Starting materials: COC1=NC=CC2=C1C(=NN2)C2=CC=C(C=C2)N2CCOCC2 (4-methoxy-3-(4-(morpholin-4-yl)phenyl)-1H-pyrazolo[4,3-c]pyridine), [H-].[Na+] (sodium hydride), ice water, C12CCCCC2O1 (7-oxabicyclo[4.1.0]heptane). Solvent: CN(C)C=O (DMF). Reaction conditions: time 30 minute. The product is COC1=NC=CC2=C1C(=NN2C2C(CCCC2)O)C2=CC=C(C=C2)N2CCOCC2 (2-(4-methoxy-3-(4-(morpholin-4-yl)phenyl)-1H-pyrazolo[4,3-c]pyridin-1-yl)cyclohexanol). The yield is 60.8%. RXN SMILES: [CH3:1][O:2][C:3]1[C:8]2[C:9]([C:12]3[CH:17]=[CH:16][C:15]([N:18]4[CH2:23][CH2:22][O:21][CH2:20][CH2:19]4)=[CH:14][CH:13]=3)=[N:10][NH:11][C:7]=2[CH:6]=[CH:5][N:4]=1.[H-].[Na+].[CH:26]12[O:32][CH:31]1[CH2:30][CH2:29][CH2:28][CH2:27]2>CN(C=O)C>[CH3:1][O:2][C:3]1[C:8]2[C:9]([C:12]3[CH:13]=[CH:14][C:15]([N:18]4[CH2:23][CH2:22][O:21][CH2:20][CH2:19]4)=[CH:16][CH:17]=3)=[N:10][N:11]([CH:30]3[CH2:29][CH2:28][CH2:27][CH2:26][CH:31]3[OH:32])[C:7]=2[CH:6]=[CH:5][N:4]=1 |f:1.2|. Procedure: To a solution of 4-methoxy-3-(4-(morpholin-4-yl)phenyl)-1H-pyrazolo[4,3-c]pyridine (500 mg) obtained in Step G of Example 305 in anhydrous DMF (5 mL) was added sodium hydride (60% dispersion in mineral oil, 72.0 mg), and the mixture was stirred for 30 min. To the reaction mixture was added 7-oxabicyclo[4.1.0]heptane (1.60 g) at room temperature, and the mixture was stirred at 80° C. for 5 hr. The reaction mixture was added to ice-water, and the mixture was extracted with ethyl acetate. The organ... The reactants are (CH3)2CCHNO, ( b ), ice-salt, ( s ), ( t ), ( m ), CC(=CCO)C (3-Methyl-2-buten-1-ol), N(=O)OCCC(C)C (isoamyl nitrite), Cl (HCl), (CH3)2CC. Reaction conditions: temperature -5 celsius. Product: ClC(C(CO)=NO)(C)C (3-Chloro-1-hydroxy-3-methyl-2-butanone oxime). RXN SMILES: [CH3:1][C:2]([CH3:6])=[CH:3][CH2:4][OH:5].[N:7]([O:9]CCC(C)C)=O.[ClH:15]>>[Cl:15][C:2]([CH3:6])([CH3:1])[C:3](=[N:7][OH:9])[CH2:4][OH:5]. Procedure: 3-Methyl-2-buten-1-ol (8.6 g, 100 mmol) was mixed with isoamyl nitrite (28 g, 240 mmol) at room temperature. The solution was cooled to -5° C. in an ice-salt bath and concentrated HCl (11 mL, 100 mmol) was added dropwise. The reaction temperature was maintained between -5° to 0° C. during the addition. The reaction mixture was stirred in the ice-salt bath for 60 min, filtered and washed with cooled ether to give a white solid. Yield 4.5 g (30%). mp: 114°-115° C. MS (m/z): 305 (2M+2+H)+, 303 (2M+... The reactants are NC=1C(=NC2=CC=CC=C2C1)C (3-Amino-2-methylquinoline), C1=CC=C(C=C1)OC(=S)Cl (phenyl chlorothionoformate). The solvent is C(Cl)Cl (methylene chloride). Run at time 2 hour. Yields the product CC1=NC2=CC=CC=C2C=C1NC(OC1=CC=CC=C1)=S (Phenyl N-(2-methylquinolin-3-yl)thiocarbamate). Yield: 78.0%. As a reaction SMILES: [NH2:1][C:2]1[C:3]([CH3:12])=[N:4][C:5]2[C:10]([CH:11]=1)=[CH:9][CH:8]=[CH:7][CH:6]=2.[CH:13]1[CH:18]=[CH:17][C:16]([O:19][C:20](Cl)=[S:21])=[CH:15][CH:14]=1>C(Cl)Cl>[CH3:12][C:3]1[C:2]([NH:1][C:20](=[S:21])[O:19][C:16]2[CH:17]=[CH:18][CH:13]=[CH:14][CH:15]=2)=[CH:11][C:10]2[C:5](=[CH:6][CH:7]=[CH:8][CH:9]=2)[N:4]=1. Procedure: 3-Amino-2-methylquinoline(4 g, 25 mmol) and phenyl chlorothionoformate(4.32 g, 25 mmol) were dissolved in methylene chloride and then was stirred at room temperature for 2 hours. The mixture solution was concentrated under reduced pressure to remove methylene chloride and purified by column chromatography(ethylacetate:hexane=1:2) to obtain the titled compound. Starting materials: Nc1c(Cl)ncnc1Cl, CC(Nc1nccc(-n2cnc3cc([Sn](C)(C)C)ccc32)n1)c1ccccc1. Yields the product CC(Nc1nccc(-n2cnc3cc(-c4ncnc(Cl)c4N)ccc32)n1)c1ccccc1. As a reaction SMILES: [NH2:29][c:30]1[c:31]([Cl:37])[n:32][cH:33][n:34][c:35]1[Cl:36].[c:1]1([CH:7]([CH3:8])[NH:9][c:10]2[n:11][cH:12][cH:13][c:14](-[n:16]3[cH:17][n:18][c:19]4[c:20]3[cH:21][cH:22][c:23]([Sn:25]([CH3:26])([CH3:27])[CH3:28])[cH:24]4)[n:15]2)[cH:2][cH:3][cH:4][cH:5][cH:6]1>>[c:1]1([CH:7]([CH3:8])[NH:9][c:10]2[n:11][cH:12][cH:13][c:14](-[n:16]3[cH:17][n:18][c:19]4[c:20]3[cH:21][cH:22][c:23](-[c:35]3[c:30]([NH2:29])[c:31]([Cl:37])[n:32][cH:33][n:34]3)[cH:24]4)[n:15]2)[cH:2][cH:3][cH:4][cH:5][cH:6]1. Starting materials: COc1ccc(P2(=S)SP(=S)(c3ccc(OC)cc3)S2)cc1, Cc1ccccc1, CO, O=C1N=C2C=CC=CN2C1Cc1cccc2ccccc12. Yields the product S=C1N=C2C=CC=CN2C1Cc1cccc2ccccc12. RXN SMILES: [CH3:22][O:23][c:24]1[cH:25][cH:26][c:27]([P:28]2(=[S:29])[S:30][P:32](=[S:33])([c:34]3[cH:35][cH:36][c:37]([O:38][CH3:39])[cH:40][cH:41]3)[S:31]2)[cH:42][cH:43]1.[CH3:44][c:45]1[cH:46][cH:47][cH:48][cH:49][cH:50]1.[CH3:51][OH:52].[c:1]1([CH2:11][CH:12]2[C:13](=[O:21])[N:14]=[C:15]3[N:16]2[CH:17]=[CH:18][CH:19]=[CH:20]3)[cH:2][cH:3][cH:4][c:5]2[cH:6][cH:7][cH:8][cH:9][c:10]12>>[c:1]1([CH2:11][CH:12]2[C:13](=[S:31])[N:14]=[C:15]3[N:16]2[CH:17]=[CH:18][CH:19]=[CH:20]3)[cH:2][cH:3][cH:4][c:5]2[cH:6][cH:7][cH:8][cH:9][c:10]12. The reactants are C[S-].[Na+] (Sodium thiomethoxide), ClCCCCCN1C(=NC=2C(=NC(=C(C21)C)C)OC2=CC=CC=C2)C (1-(5-chloropentyl)-2,6,7-trimethyl-4-phenoxy-1H-imidazo[4,5-c]pyridine). Solvent: CN(C=O)C (N,N-dimethylformamide). Run at time 1.5 hour. Product: CC=1N(C2=C(C(=NC(=C2C)C)OC2=CC=CC=C2)N1)CCCCCSC (2,6,7-trimethyl-1-[5-(methylthio)pentyl]-4-phenoxy-1H-imidazo[4,5-c]pyridine). Yield: 95.9%. Reaction SMILES: [CH3:1][S-:2].[Na+].Cl[CH2:5][CH2:6][CH2:7][CH2:8][CH2:9][N:10]1[C:18]2[C:17]([CH3:19])=[C:16]([CH3:20])[N:15]=[C:14]([O:21][C:22]3[CH:27]=[CH:26][CH:25]=[CH:24][CH:23]=3)[C:13]=2[N:12]=[C:11]1[CH3:28]>CN(C)C=O>[CH3:28][C:11]1[N:10]([CH2:9][CH2:8][CH2:7][CH2:6][CH2:5][S:2][CH3:1])[C:18]2[C:17]([CH3:19])=[C:16]([CH3:20])[N:15]=[C:14]([O:21][C:22]3[CH:27]=[CH:26][CH:25]=[CH:24][CH:23]=3)[C:13]=2[N:12]=1 |f:0.1|. Procedure: Sodium thiomethoxide (1.5 g, 21 mmol) was added to a solution of 1-(5-chloropentyl)-2,6,7-trimethyl-4-phenoxy-1H-imidazo[4,5-c]pyridine (7.00 g, 19 mmol) in anhydrous N,N-dimethylformamide (80 mL). The reaction mixture was stirred at ambient temperature for 1.5 hours, then it as quenched with water and extracted with ethyl acetate (250 mL). The extract was washed with water (5×50 mL), dried over magnesium sulfate and then concentrated under reduced pressure to provide 6.73 g of 2,6,7-trimethyl-1... Starting materials: COC([C@@H](COC(C)(C)C)N(CC=1C=C2C=CN(C2=CC1)S(=O)(=O)CC[Si](C)(C)C)S(=O)(=O)C1=C(C(=C(C=C1C)OC)C)C)=O (2(R)-{(4-methoxy-2,3,6-trimethylbenzenesulfonyl)-[1-(2-trimethylsilylethanesulfonyl)indol-5-ylmethyl]amino}-3-tert-butoxypropionic acid methyl ester), [F-].C(CCC)[N+](CCCC)(CCCC)CCCC (tetrabutylammonium fluoride). Run in O1CCCC1 (tetrahydrofuran), O1CCCC1 (tetrahydrofuran). Run at temperature 40 celsius, time 1 hour. Yields the product COC([C@@H](COC(C)(C)C)N(CC=1C=C2C=CNC2=CC1)S(=O)(=O)C1=C(C(=C(C=C1C)OC)C)C)=O (2(R)-{(4-methoxy-2,3,6-trimethylbenzenesulfonyl)-[1H-indol-5-ylmethyl]amino}-3-tert-butoxypropionic acid methyl ester). Isolated yield 75.9%. As a reaction SMILES: [CH3:1][O:2][C:3](=[O:45])[C@H:4]([N:11]([S:31]([C:34]1[C:39]([CH3:40])=[CH:38][C:37]([O:41][CH3:42])=[C:36]([CH3:43])[C:35]=1[CH3:44])(=[O:33])=[O:32])[CH2:12][C:13]1[CH:14]=[C:15]2[C:19](=[CH:20][CH:21]=1)[N:18](S(CC[Si](C)(C)C)(=O)=O)[CH:17]=[CH:16]2)[CH2:5][O:6][C:7]([CH3:10])([CH3:9])[CH3:8].[F-].C([N+](CCCC)(CCCC)CCCC)CCC>O1CCCC1>[CH3:1][O:2][C:3](=[O:45])[C@H:4]([N:11]([S:31]([C:34]1[C:39]([CH3:40])=[CH:38][C:37]([O:41][CH3:42])=[C:36]([CH3:43])[C:35]=1[CH3:44])(=[O:33])=[O:32])[CH2:12][C:13]1[CH:14]=[C:15]2[C:19](=[CH:20][CH:21]=1)[NH:18][CH:17]=[CH:16]2)[CH2:5][O:6][C:7]([CH3:10])([CH3:9])[CH3:8] |f:1.2|. Procedure details: To a solution of 2(R)-{(4-methoxy-2,3,6-trimethylbenzenesulfonyl)-[1-(2-trimethylsilylethanesulfonyl)indol-5-ylmethyl]amino}-3-tert-butoxypropionic acid methyl ester (1.63 g, 2.55 mmol) in tetrahydrofuran (50 mL) was added 1M tetrabutylammonium fluoride (6.4 mL, 6.4 mmol) in tetrahydrofuran, and the mixture heated to 40° C. After 1 h, the reaction mixture was partitioned between ethyl acetate and 1M hydrochloric acid. The ethyl acetate layer was separated, dried over magnesium sulfate, and conce... Solvent: CN(C=O)C (dimethylformamide). Reactants: BrC[C@@H](C1=CC=C(C=C1)OCC(CCC)C)NC(OC(C)(C)C)=O (t-butyl (1R)-2-bromo-1-(4-(2-methylpentyloxy)phenyl)ethylcarbamate), [N-]=[N+]=[N-].[Na+] (sodium azide). Product: N(=[N+]=[N-])C[C@@H](C1=CC=C(C=C1)OCC(CCC)C)NC(OC(C)(C)C)=O (t-butyl (1R)-2-azido-1-(4-(2-methylpentyloxy)phenyl)ethylcarbamate). Reaction conditions: time 1 hour. Procedure details: To a solution of t-butyl (1R)-2-bromo-1-(4-(2-methylpentyloxy)phenyl)ethylcarbamate (17.8 g, 44.5 mmol) in dimethylformamide was added sodium azide (11.56 g, 178 mmol) and the reaction mixture was stirred at room temperature for 1 h. The reaction was quenched by addition of water (25 mL) and the mixture was transferred to a separatory funnel and the aqueous layer was extracted with dichloromethane (3×40 mL). The combined organic layers were washed with brine (25 mL), dried over MgSO4, filtered a... Reaction SMILES: Br[CH2:2][C@H:3]([NH:17][C:18](=[O:24])[O:19][C:20]([CH3:23])([CH3:22])[CH3:21])[C:4]1[CH:9]=[CH:8][C:7]([O:10][CH2:11][CH:12]([CH3:16])[CH2:13][CH2:14][CH3:15])=[CH:6][CH:5]=1.[N-:25]=[N+:26]=[N-:27].[Na+]>CN(C)C=O>[N:25]([CH2:2][C@H:3]([NH:17][C:18](=[O:24])[O:19][C:20]([CH3:23])([CH3:22])[CH3:21])[C:4]1[CH:9]=[CH:8][C:7]([O:10][CH2:11][CH:12]([CH3:16])[CH2:13][CH2:14][CH3:15])=[CH:6][CH:5]=1)=[N+:26]=[N-:27] |f:1.2|. Yield: 88.0%.